From a dataset of the Open Reaction Database (ORD), a public repository of structured organic reaction records. describe an organic reaction: reactants, conditions, products, and yield Reactants: CSc1nnc(C#N)c(N2CCc3ccccc3CC2)n1, CS(=O)(=O)c1nnc(C#N)c(N2CCc3ccccc3CC2)n1, O=C(OO)c1cccc(Cl)c1, ClCCl, NCCc1cccnc1, C1COCCO1. The product is N#Cc1nnc(NCCc2cccnc2)nc1N1CCc2ccccc2CC1. As a reaction SMILES: [CH3:1][S:2][c:3]1[n:4][n:5][c:6]([C:20]#[N:21])[c:7]([N:9]2[CH2:10][CH2:11][c:12]3[c:13]([cH:16][cH:17][cH:18][cH:19]3)[CH2:14][CH2:15]2)[n:8]1.[CH3:33][S:34]([c:35]1[n:36][n:37][c:38]([C:39]#[N:40])[c:41]([N:42]2[CH2:43][CH2:44][c:45]3[cH:46][cH:47][cH:48][cH:49][c:50]3[CH2:51][CH2:52]2)[n:53]1)(=[O:54])=[O:55].[Cl:22][c:23]1[cH:24][cH:25][cH:26][c:27]([C:28]([O:29][OH:30])=[O:31])[cH:32]1.[Cl:65][CH2:66][Cl:67].[NH2:56][CH2:57][CH2:58][c:59]1[cH:60][n:61][cH:62][cH:63][cH:64]1.[O:68]1[CH2:69][CH2:70][O:71][CH2:72][CH2:73]1>>[c:3]1([NH:56][CH2:57][CH2:58][c:59]2[cH:60][n:61][cH:62][cH:63][cH:64]2)[n:4][n:5][c:6]([C:20]#[N:21])[c:7]([N:9]2[CH2:10][CH2:11][c:12]3[c:13]([cH:16][cH:17][cH:18][cH:19]3)[CH2:14][CH2:15]2)[n:8]1. Starting materials: C1(CC1)OCC1CCN(CC1)C(=O)OC(C)(C)C (tert-butyl 4-[(cyclopropyloxy)methyl]piperidine-1-carboxylate), FC(C(=O)O)(F)F (trifluoroacetic acid). The solvent is ClCCl (dichloromethane). Reaction conditions: time 2 hour. The product is C1(CC1)OCC1CCNCC1 (4-[(cyclopropyloxy)methyl]piperidine). Isolated yield 62.2%. RXN SMILES: [CH:1]1([O:4][CH2:5][CH:6]2[CH2:11][CH2:10][N:9](C(OC(C)(C)C)=O)[CH2:8][CH2:7]2)[CH2:3][CH2:2]1.FC(F)(F)C(O)=O>ClCCl>[CH:1]1([O:4][CH2:5][CH:6]2[CH2:7][CH2:8][NH:9][CH2:10][CH2:11]2)[CH2:3][CH2:2]1. Procedure details: To a solution of 2.0 g of tert-butyl 4-[(cyclopropyloxy)methyl]piperidine-1-carboxylate in 20 mL of dichloromethane was added 3.0 mL of trifluoroacetic acid, followed by stirring at room temperature for 2 hours. The reaction mixture was concentrated under reduced pressure, and to the residue were added a saturated aqueous sodium hydrogen carbonate solution and ethyl acetate, and then the aqueous layer was separated. The organic layer was washed with saturated brine, and dried over anhydrous magn... The reactants are ClC1=CC=C(C(=O)C2=C(C(=O)O)C=CC=C2)C=C1 (2-(4-chlorobenzoyl)benzoic acid), S(=O)(Cl)Cl (thionyl chloride). Reagents/catalysts: CN(C)C=O (DMF). The solvent is C1CCOC1 (THF). Conditions: time 4 hour. The product is ClC1(OC(C2=CC=CC=C12)=O)C1=CC=C(C=C1)Cl (3-chloro-3-(4-chlorophenyl)-3H-isobenzofuran-1-one). Yield: 100.0%. RXN SMILES: [Cl:1][C:2]1[CH:18]=[CH:17][C:5]([C:6]([C:8]2[CH:16]=[CH:15][CH:14]=[CH:13][C:9]=2[C:10]([OH:12])=[O:11])=O)=[CH:4][CH:3]=1.S(Cl)([Cl:21])=O>CN(C=O)C.C1COCC1>[Cl:21][C:6]1([C:5]2[CH:17]=[CH:18][C:2]([Cl:1])=[CH:3][CH:4]=2)[C:8]2[C:9](=[CH:13][CH:14]=[CH:15][CH:16]=2)[C:10](=[O:12])[O:11]1. Procedure: THF (25 mL) was added to 2-(4-chlorobenzoyl)benzoic acid (1 g, 3.8 mmol) followed by thionyl chloride (0.55 mL, 7.6 mmol) and a catalytic amount of DMF (3 drops). The system was stirred under nitrogen for 4 h at room temperature and monitored by TLC. Removal of the solvent gave 3-chloro-3-(4-chlorophenyl)-3H-isobenzofuran-1-one as a colourless oil (1.06 g, 3.8 mmol, 100%). RXN SMILES: [NH2:1][C:2]1[C:11]2[N:12]=[C:13]([CH2:25][O:26][CH2:27][CH3:28])[N:14]([NH:15][CH2:16][CH2:17][CH2:18][NH:19][C:20](=[O:24])[CH:21]([CH3:23])[CH3:22])[C:10]=2[C:9]2[CH:8]=[CH:7][CH:6]=[CH:5][C:4]=2[N:3]=1.O.[OH-].[Na+]>C(O)(C(F)(F)F)=O.[Pt](=O)=O>[NH2:1][C:2]1[C:11]2[N:12]=[C:13]([CH2:25][O:26][CH2:27][CH3:28])[N:14]([NH:15][CH2:16][CH2:17][CH2:18][NH:19][C:20](=[O:24])[CH:21]([CH3:23])[CH3:22])[C:10]=2[C:9]2[CH2:8][CH2:7][CH2:6][CH2:5][C:4]=2[N:3]=1 |f:2.3|. Run at time 17 hour. Yield: 52.1%. The reagents and catalysts are [Pt](=O)=O (platinum (IV) oxide). Solvent: C(=O)(C(F)(F)F)O (TFA). Procedure details: A solution of N-(3-{[4-amino-2-(ethoxymethyl)-1H-imidazo[4,5-c]quinolin-1-yl]amino}propyl)-2-methylpropanamide (0.450 g, 1.17 mmol) in 25 mL of TFA was treated with platinum (IV) oxide (0.266 g, 1.17 mmol). The reaction mixture was shaken under an atmosphere of hydrogen (3.8×105 Pa) at ambient temperature. After 17 h, the reaction mixture was filtered through a pad of CELITE filter agent and rinsed with portions of 4:1 CHCl3:MeOH (1% TFA). The filtrate was concentrated under reduced pressure to ... Product: NC1=NC=2CCCCC2C2=C1N=C(N2NCCCNC(C(C)C)=O)COCC (N-(3-{[4-amino-2-(ethoxymethyl)-6,7,8,9-tetrahydro-1H-imidazo[4,5-c]quinolin-1-yl]amino}propyl)-2-methylpropanamide). Reactants: NC1=NC=2C=CC=CC2C2=C1N=C(N2NCCCNC(C(C)C)=O)COCC (N-(3-{[4-amino-2-(ethoxymethyl)-1H-imidazo[4,5-c]quinolin-1-yl]amino}propyl)-2-methylpropanamide), [OH-].[Na+] (NaOH), O (H2O). Reactants: Cl.CN(CCCN=C=NCC)C (1-(3-dimethylaminopropyl)-3-ethylcarbodiimide hydrochloride), [OH-].[Na+] (sodium hydroxide), Cl (HCl), C(C)(C)(C)OC(=O)NCCCC(=O)O (4-(Tertiarybutyloxycarbonylamino)butanoic acid), Cl.COC(=O)C1NC2=CC(=CC(=C2C(C1)N)Cl)Cl (2-methoxycarbonyl-5,7-dichloro-4-amino-1,2,3,4-tetrahydroquinoline hydrochloride), OC1=CC=CC=2NN=NC21 (hydroxybenzotriazole). The solvent is CO (methanol), CO (methanol), C(C)(=O)OCC (ethyl acetate), O1CCCC1 (tetrahydrofuran), C(C)N(CC)CC (triethylamine). Reaction conditions: time 14 hour. Product: Cl.C(=O)(O)[C@@H]1NC2=CC(=CC(=C2[C@H](C1)NC(=O)CCCN)Cl)Cl (Trans-2-carboxy-4-(3-aminopropyl)carbonylamino-5,7-dichloro-1,2,3,4-tetrahydroquinoline hydrochloride). Reaction SMILES: C(OC([NH:8][CH2:9][CH2:10][CH2:11][C:12](O)=[O:13])=O)(C)(C)C.Cl.C[O:17][C:18]([CH:20]1[CH2:29][CH:28]([NH2:30])[C:27]2[C:22](=[CH:23][C:24]([Cl:32])=[CH:25][C:26]=2[Cl:31])[NH:21]1)=[O:19].OC1C2N=NNC=2C=CC=1.Cl.CN(C)CCCN=C=NCC.[OH-].[Na+].Cl>O1CCCC1.CO.C(OCC)(=O)C.C(N(CC)CC)C>[ClH:31].[C:18]([C@H:20]1[CH2:29][C@H:28]([NH:30][C:12]([CH2:11][CH2:10][CH2:9][NH2:8])=[O:13])[C:27]2[C:22](=[CH:23][C:24]([Cl:32])=[CH:25][C:26]=2[Cl:31])[NH:21]1)([OH:17])=[O:19] |f:1.2,4.5,6.7,13.14|. Reported procedure: 4-(Tertiarybutyloxycarbonylamino)butanoic acid (0.3 g, 1.5 molar equivalents), 2-methoxycarbonyl-5,7-dichloro-4-amino-1,2,3,4-tetrahydroquinoline hydrochloride (Example 9a) (0.3 g, 0.000963M), hydroxybenzotriazole (0.156 g, 1.2 molar equivalents) and triethylamine (0.4 ml, 3 molar equivalents) were dissolved in anhydrous tetrahydrofuran (40 ml) followed by 1-(3-dimethylaminopropyl)-3-ethylcarbodiimide hydrochloride (0.22 g, 1.2 molar equivalents). After stirring at room temperature for 14 h the ...